From a dataset of the Open Reaction Database (ORD), a public repository of structured organic reaction records. describe an organic reaction: reactants, conditions, products, and yield Run at time 2 hour. The reactants are C(C)(C)C1=NC(=C(C(=C1CO)C1=CC=C(C=C1)F)C=CCCC)C(C)C (2,6-Diisopropyl-3-hydroxymethyl-4-(4-fluorophenyl)-5-(1-pentenyl)pyridine). Yield: 98.0%. Yields the product C(C)(C)C1=NC(=C(C(=C1CO)C1=CC=C(C=C1)F)CCCCC)C(C)C (2,6Diisopropyl-3-hydroxymethyl-4-(4-fluorophenyl)-5-pentylpyridine). Reagents/catalysts: [Pd] (palladium on carbon). RXN SMILES: [CH:1]([C:4]1[C:9]([CH2:10][OH:11])=[C:8]([C:12]2[CH:17]=[CH:16][C:15]([F:18])=[CH:14][CH:13]=2)[C:7]([CH:19]=[CH:20][CH2:21][CH2:22][CH3:23])=[C:6]([CH:24]([CH3:26])[CH3:25])[N:5]=1)([CH3:3])[CH3:2]>C(O)C.[Pd]>[CH:1]([C:4]1[C:9]([CH2:10][OH:11])=[C:8]([C:12]2[CH:13]=[CH:14][C:15]([F:18])=[CH:16][CH:17]=2)[C:7]([CH2:19][CH2:20][CH2:21][CH2:22][CH3:23])=[C:6]([CH:24]([CH3:25])[CH3:26])[N:5]=1)([CH3:3])[CH3:2]. Procedure details: The intermediate obtained in Step G was dissolved in absolute ethanol (50 mL) under argon, treated with 10% palladium on carbon (140 mg, 0.1 eq), then stirred under a hydrogen atmosphere for 2 hr. After purging the system with argon, the catalyst was removed by filtration through a pad of Celite. The solvent was removed and the product dried in vacuo to afford the title compound as a white solid (1.4 g, 3.9 mmol, 98%). 1H NMR (300 MHz, CDCl3 ): δ7.15 (m, 4 H), 4.33 (d, J=4.4 Hz, 2 H), 3.41 (sept... Run in C(C)O (ethanol).